From a dataset of the Open Reaction Database (ORD), a public repository of structured organic reaction records. describe an organic reaction: reactants, conditions, products, and yield The reactants are CCOC(=O)C=Cc1ccc(-c2ccc(F)cc2)nc1, CS(C)=O, C[S+](C)(C)=O, [H-], [I-], [Na+]. The product is CCOC(=O)C1CC1c1ccc(-c2ccc(F)cc2)nc1. Reaction SMILES: [CH2:9]([CH3:10])[O:11][C:12]([CH:13]=[CH:14][c:15]1[cH:16][n:17][c:18](-[c:21]2[cH:22][cH:23][c:24]([F:27])[cH:25][cH:26]2)[cH:19][cH:20]1)=[O:28].[CH3:29][S:30](=[O:31])[CH3:32].[CH3:2][S+:3]([CH3:4])([CH3:5])=[O:6].[H-:7].[I-:1].[Na+:8]>>[CH2:2]1[CH:13]([C:12]([O:11][CH2:9][CH3:10])=[O:28])[CH:14]1[c:15]1[cH:16][n:17][c:18](-[c:21]2[cH:22][cH:23][c:24]([F:27])[cH:25][cH:26]2)[cH:19][cH:20]1.